This data is from the Open Reaction Database (ORD), a public repository of structured organic reaction records. The task is: describe an organic reaction: reactants, conditions, products, and yield Reactants: CC(=O)O (HOAc), C=O (CH2O), C(C1=CC=CC=C1)NC=1C=C(CNC(OC(C)(C)C)=O)C=CC1 (tert-butyl 3-(benzylamino)benzylcarbamate), [BH3-]C#N.[Na+] (NaBH3CN). Solvent: CC#N (CH3CN). Product: C(C1=CC=CC=C1)N(C=1C=C(CNC(OC(C)(C)C)=O)C=CC1)C (tert-butyl 3-(benzyl(methyl)amino)benzylcarbamate). Yield: 100.9%. Reaction SMILES: C=O.[CH2:3]([NH:10][C:11]1[CH:12]=[C:13]([CH:23]=[CH:24][CH:25]=1)[CH2:14][NH:15][C:16](=[O:22])[O:17][C:18]([CH3:21])([CH3:20])[CH3:19])[C:4]1[CH:9]=[CH:8][CH:7]=[CH:6][CH:5]=1.[BH3-][C:27]#N.[Na+].CC(O)=O>CC#N>[CH2:3]([N:10]([CH3:27])[C:11]1[CH:12]=[C:13]([CH:23]=[CH:24][CH:25]=1)[CH2:14][NH:15][C:16](=[O:22])[O:17][C:18]([CH3:20])([CH3:21])[CH3:19])[C:4]1[CH:5]=[CH:6][CH:7]=[CH:8][CH:9]=1 |f:2.3|. Procedure: CH2O (aq, 37%) (0.112 ml, 0.12 g, 1.51 mmol, 2 eq) was added to a stirred solution of tert-butyl 3-(benzylamino)benzylcarbamate (0.2353 g, 0.753 mmol, 1 eq) in 5 ml CH3CN. After 10 min NaBH3CN (0.0615 g, 0.98 mmol, 1.3 eq) was added. The reaction was adjusted to pH {tilde over ( )} 7 with HOAc. After 2 h the solvent was removed in vacuo. The residue was diluted with saturated aqueous NaHCO3/EtOAc, and the layers were separated. The organic layer was washed with water (×3), brine (×1), and dried ... Product: N1C(=NC=C1)C1=CC=C(C=C1)C=1NC2=NC(=NC(=C2N1)N1[C@@H](COCC1)C)N1[C@@H](COCC1)C (8-[4-(1H-Imidazol-2-yl)-phenyl]-2,6-bis-((R)-3-methyl-morpholin-4-yl)-9H-purine). Reagents/catalysts: C=1C=CC(=CC1)[P](C=2C=CC=CC2)(C=3C=CC=CC3)[Pd]([P](C=4C=CC=CC4)(C=5C=CC=CC5)C=6C=CC=CC6)([P](C=7C=CC=CC7)(C=8C=CC=CC8)C=9C=CC=CC9)[P](C=1C=CC=CC1)(C=1C=CC=CC1)C=1C=CC=CC1 (Pd(PPh3)4). Isolated yield 50.4%. Starting materials: N1C(=NC=C1)C1=CC=C(C=C1)B(O)O (4-(1H-imidazol-2-yl)phenyl boronic acid), [F-].[Cs+] (CsF), BrC=1NC2=NC(=NC(=C2N1)N1[C@@H](COCC1)C)N1[C@@H](COCC1)C (8-Bromo-2,6-bis-((R)-3-methyl-morpholin-4-yl)-9H-purine), O (water). Conditions: temperature 50 celsius, time 10 minute. RXN SMILES: Br[C:2]1[NH:3][C:4]2[C:9]([N:10]=1)=[C:8]([N:11]1[CH2:16][CH2:15][O:14][CH2:13][C@H:12]1[CH3:17])[N:7]=[C:6]([N:18]1[CH2:23][CH2:22][O:21][CH2:20][C@H:19]1[CH3:24])[N:5]=2.O.[NH:26]1[CH:30]=[CH:29][N:28]=[C:27]1[C:31]1[CH:36]=[CH:35][C:34](B(O)O)=[CH:33][CH:32]=1.[F-].[Cs+]>C(#N)C.C(Cl)Cl.C(O)(C)C.C1C=CC([P]([Pd]([P](C2C=CC=CC=2)(C2C=CC=CC=2)C2C=CC=CC=2)([P](C2C=CC=CC=2)(C2C=CC=CC=2)C2C=CC=CC=2)[P](C2C=CC=CC=2)(C2C=CC=CC=2)C2C=CC=CC=2)(C2C=CC=CC=2)C2C=CC=CC=2)=CC=1>[NH:26]1[CH:30]=[CH:29][N:28]=[C:27]1[C:31]1[CH:36]=[CH:35][C:34]([C:2]2[NH:3][C:4]3[C:9]([N:10]=2)=[C:8]([N:11]2[CH2:16][CH2:15][O:14][CH2:13][C@H:12]2[CH3:17])[N:7]=[C:6]([N:18]2[CH2:23][CH2:22][O:21][CH2:20][C@H:19]2[CH3:24])[N:5]=3)=[CH:33][CH:32]=1 |f:3.4,^1:55,57,76,95|. Procedure details: 8-Bromo-2,6-bis-((R)-3-methyl-morpholin-4-yl)-9H-purine (99 mg, 250 μmol) was dissolved in 2 mL of acetonitrile and 0.2 mL of water under argon. 4-(1H-imidazol-2-yl)phenyl boronic acid (58.7 mg, 313 μmol), CsF (57 mg, 375 μmol), and Pd(PPh3)4 (28.9 mg, 25 μmol) were added. The suspension was stirred at 50° C. for 10 minutes in a closed microwave vial. Then it was irradiated for 40 minutes in a microwave apparatus at 150° C. The vial was cooled and uncapped, and the reaction mixture was diluted w... Run in C(C)#N (acetonitrile), C(Cl)Cl (CH2Cl2), C(C)(C)O (isopropanol). Reactants: BrC1=NC=NC=C1NCCCC (4-bromo-N-butylpyrimidin-5-amine), FC1=C(C(=O)N=C=S)C=C(C=C1)C(F)(F)F (2-fluoro-5-(trifluoromethyl)benzoyl isothiocyanate). Solvent: O1CCOCC1 (dioxane). Reaction conditions: temperature 60 celsius. Product: C(CCC)N1/C(/SC=2N=CN=CC21)=N/C(C2=C(C=CC(=C2)C(F)(F)F)F)=O (N-[(2Z)-1-butyl[1,3]thiazolo[5,4-d]pyrimidin-2(1H)-ylidene]-2-fluoro-5-(trifluoromethyl)benzamide). Yield: 81.5%. As a reaction SMILES: Br[C:2]1[C:7]([NH:8][CH2:9][CH2:10][CH2:11][CH3:12])=[CH:6][N:5]=[CH:4][N:3]=1.[F:13][C:14]1[CH:24]=[CH:23][C:22]([C:25]([F:28])([F:27])[F:26])=[CH:21][C:15]=1[C:16]([N:18]=[C:19]=[S:20])=[O:17]>O1CCOCC1>[CH2:9]([N:8]1[C:7]2[CH:6]=[N:5][CH:4]=[N:3][C:2]=2[S:20]/[C:19]/1=[N:18]\[C:16](=[O:17])[C:15]1[CH:21]=[C:22]([C:25]([F:28])([F:27])[F:26])[CH:23]=[CH:24][C:14]=1[F:13])[CH2:10][CH2:11][CH3:12]. Reported procedure: A mixture of product from Example 3A (270 mg, 1.17 mmol) and 2-fluoro-5-(trifluoromethyl)benzoyl isothiocyanate (322 mg, 1.29 mmol) in dioxane was heated at 60° C. for 12 hours. The mixture was then concentrated under reduced pressure and the residue was partitioned between ethyl acetate and saturated aqueous NaHCO3. The organic layer was washed with brine, dried with MgSO4, filtered, and concentrated under reduced pressure. The residue was purified by chromatography (hexanes-EtOAc 1:2) to affor... Reactants: C[Al](C)C (trimethylaluminum), FC(C(=O)OCC)(C(C(C(=O)OCC)(F)F)(F)F)F (Diethyl 2,2,3,3,4,4,-hexafluoropentanedioate), C[Al](C)C (trimethylaluminum), C(C1=CC=CC=C1)N (benzylamine), [H-].[Na+] (sodium hydride). Solvent: CCCCCC (hexane), O (water), C(Cl)Cl (methylene chloride), C(Cl)Cl (methylene chloride). Conditions: time 10 minute. Yields the product C(C1=CC=CC=C1)N1C(C(C(C(C1=O)(F)F)(F)F)(F)F)=O (1-Benzyl-3,3,4,4,5,5-hexafluoropiperidine-2,6-dione). Reaction SMILES: [CH2:1]([NH2:8])[C:2]1[CH:7]=[CH:6][CH:5]=[CH:4][CH:3]=1.C[Al](C)C.[F:13][C:14]([F:31])([C:20]([F:30])([F:29])[C:21]([F:28])([F:27])[C:22](OCC)=[O:23])[C:15](OCC)=[O:16].[H-].[Na+]>C(Cl)Cl.O.CCCCCC>[CH2:1]([N:8]1[C:22](=[O:23])[C:21]([F:27])([F:28])[C:20]([F:29])([F:30])[C:14]([F:31])([F:13])[C:15]1=[O:16])[C:2]1[CH:7]=[CH:6][CH:5]=[CH:4][CH:3]=1 |f:3.4|. Procedure details: Dissolve 3.4 mmol of benzylamine in 12 mL of methylene chloride and cool in an ice/water bath under argon. Add 4.1 mmol of trimethylaluminum as a 2 M hexane solution dropwise during several minutes. Stir for 10 min, then add 3.4 mmol of the product of Example 7 as a solution in 4 mL of methylene chloride. Remove ice bath and stir for 2 h at room temperature, then heat under reflux for 3 h. Cool in an ice/water bath and cautiously decompose excess trimethylaluminum with water. Partition the react... Reactants: NCC1CC2CC2N1C(=O)c1nc(N)sc1-c1cccc(F)c1, O=C(O)c1ccnc2ccccc12. The product is Nc1nc(C(=O)N2C(CNC(=O)c3ccnc4ccccc34)CC3CC32)c(-c2cccc(F)c2)s1. Reaction SMILES: [NH2:1][c:2]1[s:3][c:4](-[c:17]2[cH:18][c:19]([F:23])[cH:20][cH:21][cH:22]2)[c:5]([C:7](=[O:8])[N:9]2[CH:10]3[CH2:11][CH:12]3[CH2:13][CH:14]2[CH2:15][NH2:16])[n:6]1.[OH:24][C:25](=[O:26])[c:27]1[cH:28][cH:29][n:30][c:31]2[cH:32][cH:33][cH:34][cH:35][c:36]12>>[NH2:1][c:2]1[s:3][c:4](-[c:17]2[cH:18][c:19]([F:23])[cH:20][cH:21][cH:22]2)[c:5]([C:7](=[O:8])[N:9]2[CH:10]3[CH2:11][CH:12]3[CH2:13][CH:14]2[CH2:15][NH:16][C:25](=[O:24])[c:27]2[cH:28][cH:29][n:30][c:31]3[cH:32][cH:33][cH:34][cH:35][c:36]23)[n:6]1. Reactants: O1CCOC12CC=C(CC2)C2=CC=C(C=N2)N2C(OC(C2)COC)=O ((RS)-3-[6-(1,4-dioxa-spiro[4,5]dec-7-en-8-yl)-pyridin-3-yl]-5-methoxymethyl-oxazolidin-2-one). Reagents/catalysts: [Pd] (palladium-on-charcoal). Solvent: CO (methanol). Yields the product O1CCOC12CCC(CC2)C2=CC=C(C=N2)N2C(OC(C2)COC)=O ((RS)-3-[6-(1,4-dioxa-spiro[4,5]decan-8-yl)-pyridin-3-yl]-5-methoxymethyl-oxazolidin-2-one). The yield is 149.1%. As a reaction SMILES: [O:1]1[C:5]2([CH2:10][CH2:9][C:8]([C:11]3[N:16]=[CH:15][C:14]([N:17]4[CH2:21][CH:20]([CH2:22][O:23][CH3:24])[O:19][C:18]4=[O:25])=[CH:13][CH:12]=3)=[CH:7][CH2:6]2)[O:4][CH2:3][CH2:2]1>CO.[Pd]>[O:1]1[C:5]2([CH2:10][CH2:9][CH:8]([C:11]3[N:16]=[CH:15][C:14]([N:17]4[CH2:21][CH:20]([CH2:22][O:23][CH3:24])[O:19][C:18]4=[O:25])=[CH:13][CH:12]=3)[CH2:7][CH2:6]2)[O:4][CH2:3][CH2:2]1. Procedure details: A solution of 0.8 g of (RS)-3-[6-(1,4-dioxa-spiro[4,5]dec-7-en-8-yl)-pyridin-3-yl]-5-methoxymethyl-oxazolidin-2-one and 1.1 g of palladium-on-charcoal (10%) in 250 ml of methanol was hydrogenated at room temperature and normal pressure. After filtering off the catalyst the filtrate was concentrated. 1.2 g of (RS)-3-[6-(1,4-dioxa-spiro[4,5]decan-8-yl)-pyridin-3-yl]-5-methoxymethyl-oxazolidin-2-one were obtained. A sample was purified further on silica gel 60 with ethyl acetate as the eluent and b... The reactants are C(O)C(CC)(CO)CO (trimethylolpropane), C(C(=C)C)(=O)OC (methyl methacrylate). Reagents/catalysts: [O-2].[Ca+2] (calcium oxide), [Cl-].[Li+] (lithium chloride), COC1=CC=C(O)C=C1 (hydroquinone monomethyl ether). Conditions: temperature 96 celsius. The product is C(C(=C)C)(=O)O.C(C(=C)C)(=O)O.C(C(=C)C)(=O)O.C(O)C(CC)(CO)CO (trimethylolpropane trimethacrylate). The yield is 80.9%. Reaction SMILES: [CH2:1]([C:3]([CH2:8][OH:9])([CH2:6][OH:7])[CH2:4][CH3:5])[OH:2].[C:10]([O:15]C)(=[O:14])[C:11]([CH3:13])=[CH2:12]>[O-2].[Ca+2].[Cl-].[Li+].COC1C=CC(O)=CC=1>[C:10]([OH:15])(=[O:14])[C:11]([CH3:13])=[CH2:12].[C:10]([OH:15])(=[O:14])[C:11]([CH3:13])=[CH2:12].[C:10]([OH:15])(=[O:14])[C:11]([CH3:13])=[CH2:12].[CH2:1]([C:3]([CH2:8][OH:9])([CH2:6][OH:7])[CH2:4][CH3:5])[OH:2] |f:2.3,4.5,7.8.9.10|. Reported procedure: 600 kg of trimethylolpropane, 3348 kg of methyl methacrylate (MMA), 0.1 kg of hydroquinone monomethyl ether as inhibitor and a mixture of 5 kg of calcium oxide and 1 kg of lithium chloride as catalyst are combined in a 6 m3 stirred tank reactor provided with agitator, steam heating, distillation column and condenser and the mixture is stirred while passing in air. To stabilize the column, a total of 151 kg of MMA containing 0.12 kg of hydroquinone monomethyl ether and 0.016 kg of 4-hydroxy-2,2,6...